From a dataset of the Open Reaction Database (ORD), a public repository of structured organic reaction records. describe an organic reaction: reactants, conditions, products, and yield Reactants: C(C=C)N1N=C(C2=CC=CC(=C12)Cl)C1=C(C=C(C=C1)OC)OC (1-allyl-7-chloro-3-(2,4-dimethoxyphenyl)-1H-indazole), B(Br)(Br)Br (boron tribromide), C1=CCCCC1 (cyclohexene). Yields the product C(C=C)N1N=C(C2=CC=CC(=C12)Cl)C1=C(C=C(C=C1)O)O (4-(1-allyl-7-chloro-1H-indazole-3-yl)benzene-1,3-diol). Yield: 53.2%. As a reaction SMILES: [CH2:1]([N:4]1[C:12]2[C:7](=[CH:8][CH:9]=[CH:10][C:11]=2[Cl:13])[C:6]([C:14]2[CH:19]=[CH:18][C:17]([O:20]C)=[CH:16][C:15]=2[O:22]C)=[N:5]1)[CH:2]=[CH2:3].B(Br)(Br)Br.C1CCCCC=1>>[CH2:1]([N:4]1[C:12]2[C:7](=[CH:8][CH:9]=[CH:10][C:11]=2[Cl:13])[C:6]([C:14]2[CH:19]=[CH:18][C:17]([OH:20])=[CH:16][C:15]=2[OH:22])=[N:5]1)[CH:2]=[CH2:3]. Reported procedure: Prepared according to Method D step C from 1-allyl-7-chloro-3-(2,4-dimethoxyphenyl)-1H-indazole (0.101 g, 0.30 mmol), boron tribromide (0.226 mL, 2.4 mmol) and 1.0 mL of cyclohexene to give the product (0.048 g) as a white solid.